This data is from the Open Reaction Database (ORD), a public repository of structured organic reaction records. The task is: describe an organic reaction: reactants, conditions, products, and yield Starting materials: CCCC[N+](CCCC)(CCCC)CCCC, C[Si](C)(C)C(F)(F)F, O=Cc1nccc(Cl)n1, [F-], C1CCOC1. Product: OC(c1nccc(Cl)n1)C(F)(F)F. As a reaction SMILES: [CH2:19]([N+:20]([CH2:21][CH2:22][CH2:23][CH3:24])([CH2:25][CH2:26][CH2:27][CH3:28])[CH2:29][CH2:30][CH2:31][CH3:32])[CH2:33][CH2:34][CH3:35].[CH3:10][Si:11]([C:12]([F:13])([F:14])[F:15])([CH3:16])[CH3:17].[Cl:1][c:2]1[n:3][c:4]([CH:8]=[O:9])[n:5][cH:6][cH:7]1.[F-:18].[O:36]1[CH2:37][CH2:38][CH2:39][CH2:40]1>>[Cl:1][c:2]1[n:3][c:4]([CH:8]([OH:9])[C:12]([F:13])([F:14])[F:15])[n:5][cH:6][cH:7]1.